From a dataset of the Open Reaction Database (ORD), a public repository of structured organic reaction records. describe an organic reaction: reactants, conditions, products, and yield Reactants: NC=1C=C(C=CC1)C1=CC=C(C=C1)C=C1C(NC(S1)=O)=O (5-(3′-aminobiphenyl-4-ylmethylene)thiazolidine-2,4-dione), C1(=CC=CC=C1)CC(=O)Cl (phenylacetyl chloride). Yields the product O=C1SC(C(N1)=O)=CC1=CC=C(C=C1)C1=CC(=CC=C1)NC(CC1=CC=CC=C1)=O (N-[4′-(2,4-Dioxothiazolidin-5-ylidenemethyl)-biphenyl-3-yl]-2-phenylacetamide). Isolated yield 96.5%. RXN SMILES: [NH2:1][C:2]1[CH:3]=[C:4]([C:8]2[CH:13]=[CH:12][C:11]([CH:14]=[C:15]3[S:19][C:18](=[O:20])[NH:17][C:16]3=[O:21])=[CH:10][CH:9]=2)[CH:5]=[CH:6][CH:7]=1.[C:22]1([CH2:28][C:29](Cl)=[O:30])[CH:27]=[CH:26][CH:25]=[CH:24][CH:23]=1>>[O:20]=[C:18]1[NH:17][C:16](=[O:21])[C:15](=[CH:14][C:11]2[CH:10]=[CH:9][C:8]([C:4]3[CH:5]=[CH:6][CH:7]=[C:2]([NH:1][C:29](=[O:30])[CH2:28][C:22]4[CH:27]=[CH:26][CH:25]=[CH:24][CH:23]=4)[CH:3]=3)=[CH:13][CH:12]=2)[S:19]1. Procedure: In a manner similar to that of Example 1(d), by reacting 1.2 g (2.3 mmol) of 5-(3′-aminobiphenyl-4-ylmethylene)thiazolidine-2,4-dione with 430 μl (3 mmol) of phenylacetyl chloride, 920 mg (97%) of the expected product are obtained. The reactants are OC(CC#N)CCCCC (3-hydroxycaprylonitrile), O1CCCC=C1 (dihydropyran), p-toluenesulfonic acid·hydrate. Solvent: CCOCC (ether). Conditions: temperature 25 celsius, time 16 hour. Product: NCCC(CCCCC)OC1OCCCC1 (1-Amino-3-(tetrahydro-2H-pyran-2-yloxy)octane). Yield: 93.6%. Reaction SMILES: [OH:1][CH:2]([CH2:6][CH2:7][CH2:8][CH2:9][CH3:10])[CH2:3][C:4]#[N:5].[O:11]1[CH:16]=[CH:15][CH2:14][CH2:13][CH2:12]1>CCOCC>[NH2:5][CH2:4][CH2:3][CH:2]([O:1][CH:12]1[CH2:13][CH2:14][CH2:15][CH2:16][O:11]1)[CH2:6][CH2:7][CH2:8][CH2:9][CH3:10]. Procedure details: A mixture of 3-hydroxycaprylonitrile (5.2 g., 36.8 millimole), dihydropyran (3.8 g., 45 millimole), and p-toluenesulfonic acid·hydrate (catalytic amount) is stirred at 25° C. for 16 hours, then diluted with ether (100 ml.). The resulting solution is washed with 5% aqueous sodium hydroxide (25 ml.) and water (2×25 ml.), dried over magnesium sulfate, and filtered. Evaporation of the filtrate in vacuo affords the title compound as a pale yellow oil (7.9 g., 95%), pmr (CDCl3) δ 0.93 (3H, t), 2.54 (2... Reactants: C1COCCN1, CC(=O)O, CC(C)CC(Oc1ccc(-c2ccc(C(C)C)cc2)c(C=O)c1)c1ccc(C(=O)NCCC(=O)O)cc1, ClCCl. Yields the product CC(C)CC(Oc1ccc(-c2ccc(C(C)C)cc2)c(CN2CCOCC2)c1)c1ccc(C(=O)NCCC(=O)O)cc1. RXN SMILES: [CH2:38]1[CH2:39][O:40][CH2:41][CH2:42][NH:43]1.[CH3:44][C:45](=[O:46])[OH:47].[CH:1](=[O:2])[c:3]1[c:4](-[c:29]2[cH:30][cH:31][c:32]([CH:35]([CH3:36])[CH3:37])[cH:33][cH:34]2)[cH:5][cH:6][c:7]([O:9][CH:10]([CH2:11][CH:12]([CH3:13])[CH3:14])[c:15]2[cH:16][cH:17][c:18]([C:19](=[O:20])[NH:21][CH2:22][CH2:23][C:24](=[O:25])[OH:26])[cH:27][cH:28]2)[cH:8]1.[Cl:48][CH2:49][Cl:50]>>[CH2:1]([c:3]1[c:4](-[c:29]2[cH:30][cH:31][c:32]([CH:35]([CH3:36])[CH3:37])[cH:33][cH:34]2)[cH:5][cH:6][c:7]([O:9][CH:10]([CH2:11][CH:12]([CH3:13])[CH3:14])[c:15]2[cH:16][cH:17][c:18]([C:19](=[O:20])[NH:21][CH2:22][CH2:23][C:24](=[O:25])[OH:26])[cH:27][cH:28]2)[cH:8]1)[N:43]1[CH2:38][CH2:39][O:40][CH2:41][CH2:42]1. Reactants: ClCCl, CC(=O)Cl, [Na], Cn1c(=O)c2ccccc2n(O)c1=S. Product: CC(=O)On1c(=S)n(C)c(=O)c2ccccc21. As a reaction SMILES: [CH2:20]([Cl:21])[Cl:22].[CH3:16][C:17]([Cl:18])=[O:19].[Na:15].[OH:1][n:2]1[c:3](=[S:14])[n:4]([CH3:13])[c:5](=[O:12])[c:6]2[cH:7][cH:8][cH:9][cH:10][c:11]12>>[O:1]([n:2]1[c:3](=[S:14])[n:4]([CH3:13])[c:5](=[O:12])[c:6]2[cH:7][cH:8][cH:9][cH:10][c:11]12)[C:17]([CH3:16])=[O:19]. Starting materials: poly(styrene), C(C)(CC)[Li] (sec-butyl lithium), C1=CC=CC=C1 (benzene). Reaction conditions: time 30 minute. Yields the product C=CC(C)=C.C=CC1=CC=CC=C1 (Styrene-isoprene), C=CC(C)=C (isoprene). Reaction SMILES: [CH:1]([Li])([CH2:3][CH3:4])[CH3:2].[CH:6]1[CH:11]=[CH:10][CH:9]=[CH:8][CH:7]=1>>[CH2:4]=[CH:3][C:1](=[CH2:2])[CH3:6].[CH2:1]=[CH:2][C:6]1[CH:11]=[CH:10][CH:9]=[CH:8][CH:7]=1.[CH2:4]=[CH:3][C:1](=[CH2:2])[CH3:6] |f:2.3|. Reported procedure: Styrene-isoprene block copolymers were synthesized by a two-stage process. In the first stage, living poly(styrene) was synthesized to initiation with sec-butyl lithium in benzene at an initiator level calculated to yield a 50,000, Mn, "living" polystyryl anion. The polymerization was carried out at 0° C. for 30 minutes after which time the reaction mixture was held at ambient temperature for 1 hour. The solution of living polymer was then split and isoprene was added to each fraction. In the fi... Starting materials: CN(C1=CC(=CC=C1)OC)B(C1=CC=CC=C1)Cl (N-methyl-3-methoxyanilinochlorophenylborane), CC(C)=CCC[C@@H](C)CC=O ((R)-(+)-citronellal), C(C)(C)N(CC)C(C)C (diisopropylethylamine). Solvent: ClC(C)Cl (dichloroethane), ClCCl (dichloromethane). Run at temperature 20 celsius, time 0.5 hour. Product: COC1=C(C(=CC=C1)NC)C(C[C@@H](CCC=C(C)C)C)O ((3R)-1-(2-methoxy-6-methylamino-phenyl)-3,7-dimethyl-oct-6-en- 1-ol), CNC1=C(C=CC(=C1)OC)C(C[C@@H](CCC=C(C)C)C)O ((3R)-1-(2-methylamino-4-methoxy-phenyl)-3,7-dimethyl-oct-6-en- 1-ol). Yield: 34.0%. Reaction SMILES: [CH3:1][N:2](B(Cl)C1C=CC=CC=1)[C:3]1[CH:8]=[CH:7][CH:6]=[C:5]([O:9][CH3:10])[CH:4]=1.[CH3:19][C:20](=[CH:22][CH2:23][CH2:24][C@H:25]([CH2:27][CH:28]=[O:29])[CH3:26])[CH3:21].C(N(C(C)C)CC)(C)C>ClC(Cl)C.ClCCl>[CH3:10][O:9][C:5]1[CH:6]=[CH:7][CH:8]=[C:3]([NH:2][CH3:1])[C:4]=1[CH:28]([OH:29])[CH2:27][C@H:25]([CH3:26])[CH2:24][CH2:23][CH:22]=[C:20]([CH3:19])[CH3:21].[CH3:1][NH:2][C:3]1[CH:4]=[C:5]([O:9][CH3:10])[CH:6]=[CH:7][C:8]=1[CH:28]([OH:29])[CH2:27][C@H:25]([CH3:26])[CH2:24][CH2:23][CH:22]=[C:20]([CH3:19])[CH3:21]. Procedure: A solution of N-methyl-3-methoxyanilinochlorophenylborane (11 mmol) in dichloroethane was added dropwise to a mixture of (R)-(+)-citronellal (1.54 g, 10 mmol) and diisopropylethylamine (20 mmol) in dichloromethane at -20° C. The mixture was stirred at -20° C. for 2 h and at 20° C. for 0.5 hours, quenched with ammonium acetate and then faltered through a short pad of silica gel. The filtrate was concentrated and the residue was chromatographed on silica gel and eluted with EtOAc/Hexane (0-20%) to...